This data is from the Open Reaction Database (ORD), a public repository of structured organic reaction records. The task is: describe an organic reaction: reactants, conditions, products, and yield Reactants: S(=O)(=O)([O-])S(=O)[O-].[Na+].[Na+] (sodium metabisulfite), BrBr (bromine), FC1=C(C=CC(=C1)F)Br (2,4-difluorobromobenzene). The reagents and catalysts are [Fe] (iron). Solvent: ClCCl (dichloromethane), ClCCl (dichloromethane). Run at time 1 hour. Product: BrC1=C(C=C(C(=C1)Br)F)F (1,5-dibromo-2,4-difluorobenzene). Yield: 83.1%. Reaction SMILES: [F:1][C:2]1[CH:7]=[C:6]([F:8])[CH:5]=[CH:4][C:3]=1[Br:9].[Br:10]Br.S(S([O-])=O)([O-])(=O)=O.[Na+].[Na+]>[Fe].ClCCl>[Br:10][C:5]1[CH:4]=[C:3]([Br:9])[C:2]([F:1])=[CH:7][C:6]=1[F:8] |f:2.3.4|. Procedure: 2,4-difluorobromobenzene (3 g, 15.5 mmol) and 260 mg of iron filings were placed in a two-neck flask, and 15 ml of dichloromethane was then added thereto. The two-neck flask was cooled in an ice bath, and a solution including bromine (1 ml, 18.7 mmol) and 15 ml of dichloromethane was added dropwise to the two-neck flask using an isobaric funnel. Next, the contents in the two-neck flask were heated under reflux for 3 hours. During heating, brown gas was produced. Then, the temperature was reduced... Reaction SMILES: O.Cl.Cl.[CH3:4][N:5]1[C:14]2[C:9](=[CH:10][C:11](N=O)=[C:12]([OH:15])[CH:13]=2)[CH2:8][CH2:7][CH2:6]1>CO>[CH3:4][N:5]1[C:14]2[C:9](=[CH:10][CH:11]=[C:12]([OH:15])[CH:13]=2)[CH2:8][CH2:7][CH2:6]1 |f:2.3|. The solvent is CO (methanol). Yields the product CN1CCCC2=CC=C(C=C12)O (1-Methyl-1,2,3,4-tetrahydro-7-hydroxyquinoline). Procedure details: (0.093 mole) was dissolved in a mixture of methanol 105 ml., water 70 ml., and concentrated hydrochloric acid 35 ml. and was filtered into a 500 ml. conical flask. The solution was well cooled to maintain a temperature between 0° and 5° and was rapidly stirred whilst a 10% aqueous solution of sodium nitrite 67 ml. (5% excess) mixed with methanol 67 ml. was slowly dripped in over half an hour and then stirred for another hour. The precipitate was filtered, washed with cold, dilute hydrochloric ac... Starting materials: O (water), Cl.CN1CCCC2=CC(=C(C=C12)O)N=O (1-methyl-1,2,3,4-tetrahydro-6-nitroso-7-hydroxyquinoline hydrochloride), Cl (hydrochloric acid), yellow-brown fine crystals. Reactants: O=C([O-])[O-], CCCCN=C=O, CC(C)S(=O)(=O)c1ccccc1S(N)(=O)=O, CCC(C)=O, Cl, [K+], [K+]. The product is CCCCNC(=O)NS(=O)(=O)c1ccccc1S(=O)(=O)C(C)C. As a reaction SMILES: [C:24](=[O:25])([O-:26])[O-:27].[CH2:17]([CH2:18][CH2:19][CH3:20])[N:21]=[C:22]=[O:23].[CH3:1][CH:2]([CH3:3])[S:4](=[O:5])(=[O:6])[c:7]1[c:8]([S:13](=[O:14])(=[O:15])[NH2:16])[cH:9][cH:10][cH:11][cH:12]1.[CH3:31][C:32]([CH2:33][CH3:34])=[O:35].[ClH:30].[K+:28].[K+:29]>>[CH3:1][CH:2]([CH3:3])[S:4](=[O:5])(=[O:6])[c:7]1[c:8]([S:13](=[O:14])(=[O:15])[NH:16][C:22]([NH:21][CH2:17][CH2:18][CH2:19][CH3:20])=[O:23])[cH:9][cH:10][cH:11][cH:12]1.